From a dataset of the Open Reaction Database (ORD), a public repository of structured organic reaction records. describe an organic reaction: reactants, conditions, products, and yield Starting materials: CC(=O)Nc1ncc(S(=O)(=O)Cl)s1, COC(=O)C1CCCN1, CCN(C(C)C)C(C)C, ClCCl, Cl, Cl, O. Product: COC(=O)C1CCCN1S(=O)(=O)c1cnc(NC(C)=O)s1. Reaction SMILES: [C:11]([CH3:12])(=[O:13])[NH:14][c:15]1[s:16][c:17]([S:20](=[O:21])(=[O:22])[Cl:23])[cH:18][n:19]1.[CH3:2][O:3][C:4]([CH:5]1[NH:6][CH2:7][CH2:8][CH2:9]1)=[O:10].[CH:24]([N:25]([CH2:26][CH3:27])[CH:28]([CH3:29])[CH3:30])([CH3:31])[CH3:32].[Cl:34][CH2:35][Cl:36].[ClH:1].[ClH:33].[OH2:37]>>[CH3:2][O:3][C:4]([CH:5]1[N:6]([S:20]([c:17]2[s:16][c:15]([NH:14][C:11]([CH3:12])=[O:13])[n:19][cH:18]2)(=[O:21])=[O:22])[CH2:7][CH2:8][CH2:9]1)=[O:10]. Reactants: B, C1CCOC1, CSC, Cl, O=C1CC(C(=O)O)Oc2ccccc21. Product: O=C1CC(CO)Oc2ccccc21. Reaction SMILES: [BH3:18].[CH2:20]1[O:21][CH2:22][CH2:23][CH2:24]1.[CH3:15][S:16][CH3:17].[ClH:19].[O:1]=[C:2]1[CH2:3][CH:4]([C:12](=[O:13])[OH:14])[O:5][c:6]2[cH:7][cH:8][cH:9][cH:10][c:11]21>>[O:1]=[C:2]1[CH2:3][CH:4]([CH2:12][OH:13])[O:5][c:6]2[cH:7][cH:8][cH:9][cH:10][c:11]21. Reactants: CC12C=CC=C1C1CCC3CCCCC3(C)C1CC2, CCO, CC12CCC(=O)C=C1C=CC1C2=CCC2(C)C(=O)CCC12O, c1ccccc1. As a reaction SMILES: [CH3:29][C:30]12[CH2:31][CH2:32][CH:33]3[CH:34]([CH2:35][CH2:36][CH:37]4[C:38]3([CH3:39])[CH2:40][CH2:41][CH2:42][CH2:43]4)[C:44]1=[CH:45][CH:46]=[CH:47]2.[CH3:48][CH2:49][OH:50].[OH:1][C:2]12[CH2:3][CH2:4][C:5](=[O:22])[C:6]1([CH3:7])[CH2:8][CH:9]=[C:10]1[C:11]3([CH3:21])[CH2:12][CH2:13][C:14](=[O:20])[CH:15]=[C:16]3[CH:17]=[CH:18][CH:19]21.[cH:23]1[cH:24][cH:25][cH:26][cH:27][cH:28]1>>[OH:1][C:2]12[CH2:3][CH2:4][C:5](=[O:22])[C:6]1([CH3:7])[CH2:8][CH:9]=[C:10]1[C:11]3([CH3:21])[CH2:12][CH2:13][C:14](=[O:20])[CH:15]=[C:16]3[CH2:17][CH2:18][CH:19]21. Yields the product CC12CCC(=O)C=C1CCC1C2=CCC2(C)C(=O)CCC12O. Starting materials: C(C)(=O)O[BH-](OC(C)=O)OC(C)=O.[Na+] (sodium triacetoxyborohydride), [OH-].[Na+] (sodium hydroxide), C1(CC1)N (cyclopropylamine), FC1=C(CSC2=NC(=CC(=N2)NS(=O)(=O)N2CCC(CC2)=O)OC)C=CC=C1F (N-{2-[(2,3-difluorobenzyl)thio]-6-methoxypyrimidin-4-yl}-4-oxopiperidine-1-sulfonamide), product, Cl (hydrochloric acid). Run in C(Cl)Cl (DCM), C(Cl)Cl (DCM), C(C)(=O)O (acetic acid). Run at time 1 hour. Yields the product C1(CC1)NC1CCN(CC1)S(=O)(=O)NC1=NC(=NC(=C1)OC)SCC1=C(C(=CC=C1)F)F (4-(Cyclopropylamino)-N-{2-[(2,3-difluorobenzyl)thio]-6-methoxypyrimidin-4-yl}piperidine-1-sulfonamide). RXN SMILES: [CH:1]1([NH2:4])[CH2:3][CH2:2]1.[F:5][C:6]1[C:32]([F:33])=[CH:31][CH:30]=[CH:29][C:7]=1[CH2:8][S:9][C:10]1[N:15]=[C:14]([NH:16][S:17]([N:20]2[CH2:25][CH2:24][C:23](=O)[CH2:22][CH2:21]2)(=[O:19])=[O:18])[CH:13]=[C:12]([O:27][CH3:28])[N:11]=1.C(O[BH-](OC(=O)C)OC(=O)C)(=O)C.[Na+].[OH-].[Na+].Cl>C(Cl)Cl.C(O)(=O)C>[CH:1]1([NH:4][CH:23]2[CH2:24][CH2:25][N:20]([S:17]([NH:16][C:14]3[CH:13]=[C:12]([O:27][CH3:28])[N:11]=[C:10]([S:9][CH2:8][C:7]4[CH:29]=[CH:30][CH:31]=[C:32]([F:33])[C:6]=4[F:5])[N:15]=3)(=[O:18])=[O:19])[CH2:21][CH2:22]2)[CH2:3][CH2:2]1 |f:2.3,4.5|. Procedure: A solution of cyclopropylamine (0.08 mL) in DCM (2 mL) was added to a solution of acetic acid (0.025 mL) and N-{2-[(2,3-difluorobenzyl)thio]-6-methoxypyrimidin-4-yl}-4-oxopiperidine-1-sulfonamide (the product of example 148, step iii) (0.10 g) in DCM (2 mL). The solution was stirred at room temperature for 1 h then sodium triacetoxyborohydride (0.24 g) was added in portions. The mixture was stirred at room temperature overnight then 3M aqueous sodium hydroxide (6 mL) added to the residue. The mi... Starting materials: C1(CCCCC1)NC1CCCCC1 (dicyclohexylamine), C12(CC3CC(CC(C1)C3)C2)C2=C(C=C3C=CC(=CC3=C2)C2=CC=C(C(=O)O)C=C2)OCOCCOC (4-[7-(1-adamantyl)-6-methoxyethoxymethoxy-2-naphthyl]benzoic acid), S(=O)(Cl)Cl (thionyl chloride). The solvent is ClCCl (dichloromethane). Reaction conditions: time 1 hour. Product: C12(CC3CC(CC(C1)C3)C2)C2=C(C=C3C=CC(=CC3=C2)C2=CC=C(C(=O)Cl)C=C2)OCOCCOC (4-[7-(1-adamantyl)-6-methoxyethoxymethoxy-2-naphthyl]benzoic acid chloride). As a reaction SMILES: [C:1]12([C:11]3[CH:20]=[C:19]4[C:14]([CH:15]=[CH:16][C:17]([C:21]5[CH:29]=[CH:28][C:24]([C:25](O)=[O:26])=[CH:23][CH:22]=5)=[CH:18]4)=[CH:13][C:12]=3[O:30][CH2:31][O:32][CH2:33][CH2:34][O:35][CH3:36])[CH2:10][CH:5]3[CH2:6][CH:7]([CH2:9][CH:3]([CH2:4]3)[CH2:2]1)[CH2:8]2.C1(NC2CCCCC2)CCCCC1.S(Cl)([Cl:52])=O>ClCCl>[C:1]12([C:11]3[CH:20]=[C:19]4[C:14]([CH:15]=[CH:16][C:17]([C:21]5[CH:29]=[CH:28][C:24]([C:25]([Cl:52])=[O:26])=[CH:23][CH:22]=5)=[CH:18]4)=[CH:13][C:12]=3[O:30][CH2:31][O:32][CH2:33][CH2:34][O:35][CH3:36])[CH2:10][CH:5]3[CH2:6][CH:7]([CH2:9][CH:3]([CH2:4]3)[CH2:2]1)[CH2:8]2. Reported procedure: 10 g (20.6 mmol) of 4-[7-(1-adamantyl)-6-methoxyethoxymethoxy-2-naphthyl]benzoic acid and 100 ml of dichloromethane were introduced into a round-bottomed flask and 4.3 ml (21.6 mmol) of dicyclohexylamine were added dropwise. The reaction mixture was stirred at room temperature for one hour and 2.2 ml (21.6 mmol) of thionyl chloride were added dropwise. The reaction mixture was stirred for one hour and was evaporated to dryness, the residue was taken up in ethyl ether, the dicyclohexylamine salt ... Reaction SMILES: [CH3:1][C:2]1[N:7]=[C:6]([C:8]([OH:10])=O)[C:5]([N:11]2[N:15]=[CH:14][CH:13]=[N:12]2)=[CH:4][CH:3]=1.CN(C(ON1N=NC2C=CC=CC1=2)=[N+](C)C)C.[B-](F)(F)(F)F.CCN(C(C)C)C(C)C.[C@H:47]12[CH2:53][C@H:52]1[CH2:51][C@@H:50]([CH2:54][NH:55][C:56]1[CH:61]=[N:60][C:59]([C:62]([F:65])([F:64])[F:63])=[CH:58][N:57]=1)[NH:49][CH2:48]2.C([O-])(O)=O.[Na+]>C(Cl)Cl>[CH3:1][C:2]1[N:7]=[C:6]([C:8]([N:49]2[C@H:50]([CH2:54][NH:55][C:56]3[CH:61]=[N:60][C:59]([C:62]([F:65])([F:63])[F:64])=[CH:58][N:57]=3)[CH2:51][C@H:52]3[C@H:47]([CH2:53]3)[CH2:48]2)=[O:10])[C:5]([N:11]2[N:15]=[CH:14][CH:13]=[N:12]2)=[CH:4][CH:3]=1 |f:1.2,5.6|. Solvent: C(Cl)Cl (DCM), C(Cl)Cl (DCM). The reactants are [C@H]12CN[C@@H](C[C@@H]2C1)CNC1=NC=C(N=C1)C(F)(F)F (N-[(1S,4S,6S)-3-azabicyclo[4.1.0]hept-4-ylmethyl]-5-(trifluoromethyl)-2-pyrazinamine), CC1=CC=C(C(=N1)C(=O)O)N1N=CC=N1 (6-methyl-3-(2H-1,2,3-triazol-2-yl)-2-pyridinecarboxylic acid), CN(C)C(=[N+](C)C)ON1C2=C(C=CC=C2)N=N1.[B-](F)(F)(F)F (TBTU), CCN(C(C)C)C(C)C (DIPEA), C(=O)(O)[O-].[Na+] (NaHCO3). Yields the product CC1=CC=C(C(=N1)C(=O)N1C[C@H]2C[C@H]2C[C@H]1CNC1=NC=C(N=C1)C(F)(F)F)N1N=CC=N1 (N-[((1S,4S,6S)-3-{[6-methyl-3-(2H-1,2,3-triazol-2-yl)-2-pyridinyl]carbonyl}-3-azabicyclo[4.1.0]hept-4-yl)methyl]-5-(trifluoromethyl)-2-pyrazinamine). Conditions: time 30 minute. Procedure details: 6-methyl-3-(2H-1,2,3-triazol-2-yl)-2-pyridinecarboxylic acid D40 (33.0 mg) was dissolved in 1 ml of DCM, then TBTU (61.3 mg, 0.191 mmol) and DIPEA (0.033 ml, 0.191 mmol) were added. The suspension was stirred for 30 minutes at room temperature. N-[(1S,4S,6S)-3-azabicyclo[4.1.0]hept-4-ylmethyl]-5-(trifluoromethyl)-2-pyrazinamine D31 (40 mg) dissolved in 1 ml of DCM was added and the reaction was stirred overnight at room temperature. 3 ml of NaHCO3 saturated solution were added, and the aqueous l... Starting materials: COC(=O)C(Cc1cc(C)c2nn(COCC[Si](C)(C)C)cc2c1)OC(=O)Oc1ccc([N+](=O)[O-])cc1, CCN(C(C)C)C(C)C, Cl, O=c1[nH]c2ccccc2cc1C1CCNCC1. Product: COC(=O)C(Cc1cc(C)c2nn(COCC[Si](C)(C)C)cc2c1)OC(=O)N1CCC(c2cc3ccccc3[nH]c2=O)CC1. Reaction SMILES: [C:1]([O:2][CH:3]([CH2:4][c:5]1[cH:6][c:7]2[cH:8][n:9]([CH2:15][O:16][CH2:17][CH2:18][Si:19]([CH3:20])([CH3:21])[CH3:22])[n:10][c:11]2[c:12]([CH3:14])[cH:13]1)[C:23](=[O:24])[O:25][CH3:26])([O:27][c:29]1[cH:30][cH:31][c:32]([N+:33]([O-:34])=[O:35])[cH:36][cH:37]1)=[O:28].[CH:56]([N:57]([CH:58]([CH3:59])[CH3:60])[CH2:61][CH3:62])([CH3:63])[CH3:64].[ClH:38].[NH:39]1[CH2:40][CH2:41][CH:42]([c:45]2[c:46](=[O:55])[nH:47][c:48]3[cH:49][cH:50][cH:51][cH:52][c:53]3[cH:54]2)[CH2:43][CH2:44]1>>[C:1]([O:2][CH:3]([CH2:4][c:5]1[cH:6][c:7]2[cH:8][n:9]([CH2:15][O:16][CH2:17][CH2:18][Si:19]([CH3:20])([CH3:21])[CH3:22])[n:10][c:11]2[c:12]([CH3:14])[cH:13]1)[C:23](=[O:24])[O:25][CH3:26])(=[O:27])[N:39]1[CH2:40][CH2:41][CH:42]([c:45]2[c:46](=[O:55])[nH:47][c:48]3[cH:49][cH:50][cH:51][cH:52][c:53]3[cH:54]2)[CH2:43][CH2:44]1. The reactants are CCOC(=O)NC(C#N)C1(C#N)CCN(c2ccc(N3CC(CNC(C)=O)OC3=O)cc2F)CC1, COc1ccc(P2(=S)SP(=S)(c3ccc(OC)cc3)S2)cc1. Yields the product CCOC(=O)NC(C#N)C1(C#N)CCN(c2ccc(N3CC(CNC(C)=S)OC3=O)cc2F)CC1. As a reaction SMILES: [CH2:1]([CH3:2])[O:3][C:4](=[O:5])[NH:6][CH:7]([C:8]#[N:9])[C:10]1([C:34]#[N:35])[CH2:11][CH2:12][N:13]([c:16]2[c:17]([F:33])[cH:18][c:19]([N:22]3[C:23](=[O:32])[O:24][CH:25]([CH2:27][NH:28][C:29]([CH3:30])=[O:31])[CH2:26]3)[cH:20][cH:21]2)[CH2:14][CH2:15]1.[CH3:36][O:37][c:38]1[cH:39][cH:40][c:41]([P:42]2(=[S:45])[S:43][P:44]([c:46]3[cH:47][cH:48][c:49]([O:50][CH3:51])[cH:52][cH:53]3)(=[S:54])[S:55]2)[cH:56][cH:57]1>>[CH2:1]([CH3:2])[O:3][C:4](=[O:5])[NH:6][CH:7]([C:8]#[N:9])[C:10]1([C:34]#[N:35])[CH2:11][CH2:12][N:13]([c:16]2[c:17]([F:33])[cH:18][c:19]([N:22]3[C:23](=[O:32])[O:24][CH:25]([CH2:27][NH:28][C:29]([CH3:30])=[S:45])[CH2:26]3)[cH:20][cH:21]2)[CH2:14][CH2:15]1. Reactants: BrC1=C(C=O)C=CC=C1 (2-bromobenzaldehyde), NCCCO (3-aminopropanol), C(C)(=O)O[BH-](OC(C)=O)OC(C)=O.[Na+] (sodium triacetoxyborohydride), C(C)(=O)O (acetic acid). The solvent is ClC(C)Cl (dichloroethane). Yields the product BrC1=C(C=CC=C1)CNCCCO (3-(((2-bromophenyl)methyl)amino)propan-1-ol). As a reaction SMILES: [Br:1][C:2]1[CH:9]=[CH:8][CH:7]=[CH:6][C:3]=1[CH:4]=O.[NH2:10][CH2:11][CH2:12][CH2:13][OH:14].C(O[BH-](OC(=O)C)OC(=O)C)(=O)C.[Na+].C(O)(=O)C>ClC(Cl)C>[Br:1][C:2]1[CH:9]=[CH:8][CH:7]=[CH:6][C:3]=1[CH2:4][NH:10][CH2:11][CH2:12][CH2:13][OH:14] |f:2.3|. Reported procedure: To a stirring solution of 2-bromobenzaldehyde in dichloroethane (0.4 M) at RT under nitrogen was added 3-aminopropanol (1.5 eq), sodium triacetoxyborohydride (2 eq), and acetic acid (4 eq). After 5 hr the reaction was carefully quenched with 2M sodium carbonate and extracted with methylene chloride. The organic phase was extracted with 1N hydrochloric acid. The aqueous phase was neutralized with 1N sodium hydroxide and extracted with methylene chloride. The organic phase was dried over sodium su... Starting materials: [BH4-].[Na+] (sodium borohydride), [Br-].COC1=CC=C(C=C1)C(=O)C[N+]1=CC=C(C=C1)C=1CCC(NN1)=O (1-[(4-Methoxyphenyl)carbonylmethyl]-4-(4,5-dihydropyridazin-3 (2H)-one-6-yl)pyridinium bromide), ClCCl (dichloromethane). The solvent is CO (methanol). Reaction conditions: time 8 hour. Yields the product OC(CN1CC=C(CC1)C=1CCC(NN1)=O)C1=CC=C(C=C1)OC (4,5-Dihydro-6-[1-[2-hydroxy-2-(4-methoxyphenyl)ethyl]-1,2,5,6-tetrahydropyrid-4-yl]pyridazin-3(2H)-one). Isolated yield 59.5%. As a reaction SMILES: [Br-].[CH3:2][O:3][C:4]1[CH:9]=[CH:8][C:7]([C:10]([CH2:12][N+:13]2[CH:18]=[CH:17][C:16]([C:19]3[CH2:20][CH2:21][C:22](=[O:25])[NH:23][N:24]=3)=[CH:15][CH:14]=2)=[O:11])=[CH:6][CH:5]=1.[BH4-].[Na+].ClCCl>CO>[OH:11][CH:10]([C:7]1[CH:6]=[CH:5][C:4]([O:3][CH3:2])=[CH:9][CH:8]=1)[CH2:12][N:13]1[CH2:18][CH2:17][C:16]([C:19]2[CH2:20][CH2:21][C:22](=[O:25])[NH:23][N:24]=2)=[CH:15][CH2:14]1 |f:0.1,2.3|. Procedure details: 1-[(4-Methoxyphenyl)carbonylmethyl]-4-(4,5-dihydropyridazin-3 (2H)-one-6-yl)pyridinium bromide (300 mg, 0.74 mmol) was dissolved in methanol (5 ml), gradually added with sodium borohydride (280 mg, 7.4 mmol) under ice cooling and then stirred at room temperature overnight. The solvent was removed under reduced pressure. The residue obtained was added with dichloromethane, washed with water and dried over anhydrous magnesium sulfate. The solvent was removed to obtain the titled compound (145 mg) ...